This data is from the Open Reaction Database (ORD), a public repository of structured organic reaction records. The task is: describe an organic reaction: reactants, conditions, products, and yield Starting materials: O=C(OCc1ccccc1)N1CCC(Oc2ccc3[nH]nc(S(=O)(=O)c4cccc5ccccc45)c3c2)CC1, ClCCl, COc1ccccc1, [Na+], [OH-], O=S(=O)(O)C(F)(F)F. The product is O=S(=O)(c1cccc2ccccc12)c1n[nH]c2ccc(OC3CCNCC3)cc12. RXN SMILES: [CH2:1]([O:2][C:3](=[O:4])[N:11]1[CH2:12][CH2:13][CH:14]([O:17][c:18]2[cH:19][c:20]3[c:21]([S:27](=[O:28])(=[O:29])[c:30]4[cH:31][cH:32][cH:33][c:34]5[cH:35][cH:36][cH:37][cH:38][c:39]45)[n:22][nH:23][c:24]3[cH:25][cH:26]2)[CH2:15][CH2:16]1)[c:5]1[cH:6][cH:7][cH:8][cH:9][cH:10]1.[CH2:58]([Cl:59])[Cl:60].[CH3:40][O:41][c:42]1[cH:43][cH:44][cH:45][cH:46][cH:47]1.[Na+:57].[OH-:56].[OH:48][S:49]([C:50]([F:51])([F:52])[F:53])(=[O:54])=[O:55]>>[NH:11]1[CH2:12][CH2:13][CH:14]([O:17][c:18]2[cH:19][c:20]3[c:21]([S:27](=[O:28])(=[O:29])[c:30]4[cH:31][cH:32][cH:33][c:34]5[cH:35][cH:36][cH:37][cH:38][c:39]45)[n:22][nH:23][c:24]3[cH:25][cH:26]2)[CH2:15][CH2:16]1. Starting materials: Cl.N1C(OC2(C3=C1N=CC=C3)CCNCC2)=O (spiro[piperidin-4,4′-pyrido[2,3-d][1,3]oxazin]-2′(1′H)-one hydrochloride), ClC1=CC(=NC=N1)OC=1C=C(C2=C(NC(=N2)C)C1)C(F)(F)F (6-(6-chloro-pyrimidin-4-yloxy)-2-methyl-4-trifluoromethyl-1H-benzimidazole), CCN(C(C)C)C(C)C (DIPEA). Run in CN(C)C=O (DMF). Yields the product CC=1NC2=C(N1)C(=CC(=C2)OC2=CC(=NC=N2)N2CCC1(C3=C(NC(O1)=O)N=CC=C3)CC2)C (1-[6-(2.7-dimethyl-3H-benzimidazol-5-yloxy)-pyrimidin-4-yl]-spiro[piperidin-4,4′-pyrido-[2,3-d][1,3]oxazin]-2′(1′H)-one). As a reaction SMILES: Cl.[NH:2]1[C:7]2[N:8]=[CH:9][CH:10]=[CH:11][C:6]=2[C:5]2([CH2:16][CH2:15][NH:14][CH2:13][CH2:12]2)[O:4][C:3]1=[O:17].Cl[C:19]1[N:24]=[CH:23][N:22]=[C:21]([O:25][C:26]2[CH:27]=[C:28]([C:36](F)(F)F)[C:29]3[N:33]=[C:32]([CH3:34])[NH:31][C:30]=3[CH:35]=2)[CH:20]=1.CCN(C(C)C)C(C)C>CN(C=O)C>[CH3:34][C:32]1[NH:31][C:30]2[CH:35]=[C:26]([O:25][C:21]3[N:22]=[CH:23][N:24]=[C:19]([N:14]4[CH2:13][CH2:12][C:5]5([O:4][C:3](=[O:17])[NH:2][C:7]6[N:8]=[CH:9][CH:10]=[CH:11][C:6]5=6)[CH2:16][CH2:15]4)[CH:20]=3)[CH:27]=[C:28]([CH3:36])[C:29]=2[N:33]=1 |f:0.1|. Procedure details: 128 mg (0.500 mmol) spiro[piperidin-4,4′-pyrido[2,3-d][1,3]oxazin]-2′(1′H)-one hydrochloride, 167 mg (0.500 mmol) 6-(6-chloro-pyrimidin-4-yloxy)-2-methyl-4-trifluoromethyl-1H-benzimidazole and 0.261 mL (1.50 mmol) DIPEA in 1.5 mL DMF were stirred for 10 h at RT. The reaction mixture was purified by preparative HPLC-MS. The fractions containing product were combined and freeze-dried. The product is O=C(OC1CCCCC1)c1cc(OC2CCCCC2)nc(Cl)n1. The reactants are C1CCOC1, O=C(OC1CCCCC1)c1cc(Cl)nc(Cl)n1, [H-], [Na+], OC1CCCCC1. RXN SMILES: [CH2:27]1[O:28][CH2:29][CH2:30][CH2:31]1.[Cl:10][c:11]1[n:12][c:13]([Cl:26])[cH:14][c:15]([C:17](=[O:18])[O:19][CH:20]2[CH2:21][CH2:22][CH2:23][CH2:24][CH2:25]2)[n:16]1.[H-:8].[Na+:9].[OH:1][CH:2]1[CH2:3][CH2:4][CH2:5][CH2:6][CH2:7]1>>[O:1]([CH:2]1[CH2:3][CH2:4][CH2:5][CH2:6][CH2:7]1)[c:13]1[n:12][c:11]([Cl:10])[n:16][c:15]([C:17](=[O:18])[O:19][CH:20]2[CH2:21][CH2:22][CH2:23][CH2:24][CH2:25]2)[cH:14]1. Starting materials: ClC1=NC(=NC=C1)N1C(OC(CC1)(C1=CC=CC=C1)C)=O (3-(4-chloropyrimidin-2-yl)-6-methyl-6-phenyl-1,3-oxazinan-2-one), FC1=CC=C(C=C1)B(O)O (4-fluorophenylboronic acid). Yields the product FC1=CC=C(C=C1)C1=NC(=NC=C1)N1C(OC(CC1)(C1=CC=CC=C1)C)=O (3-(4-(4-fluorophenyl)pyrimidin-2-yl)-6-methyl-6-phenyl-1,3-oxazinan-2-one). As a reaction SMILES: Cl[C:2]1[CH:7]=[CH:6][N:5]=[C:4]([N:8]2[CH2:13][CH2:12][C:11]([CH3:20])([C:14]3[CH:19]=[CH:18][CH:17]=[CH:16][CH:15]=3)[O:10][C:9]2=[O:21])[N:3]=1.[F:22][C:23]1[CH:28]=[CH:27][C:26](B(O)O)=[CH:25][CH:24]=1>>[F:22][C:23]1[CH:28]=[CH:27][C:26]([C:2]2[CH:7]=[CH:6][N:5]=[C:4]([N:8]3[CH2:13][CH2:12][C:11]([CH3:20])([C:14]4[CH:19]=[CH:18][CH:17]=[CH:16][CH:15]=4)[O:10][C:9]3=[O:21])[N:3]=2)=[CH:25][CH:24]=1. Reported procedure: The title compound was prepared following procedures analogous to those in Example 56 using 3-(4-chloropyrimidin-2-yl)-6-methyl-6-phenyl-1,3-oxazinan-2-one and 4-fluorophenylboronic acid. LC-MS Method 3, tR=1.193 min, m/z=363.9. 1H NMR (CDCl3) 1.60 (s, 1H), 1.80 (s, 3H), 2.48-2.53 (m, 1H), 2.62-2.71 (m, 1H), 3.60-3.67 (m, 1H), 4.30-4.40 (m, 1H), 7.20-7.55 (m, 10H), 7.60-7.62 (m, 1H), 8.05-8.15 (m, 3H), 8.80-8.85 (m, 1H). Reactants: BrB(Br)Br, ClCCl, COCC(C)Oc1cc(O)cc(-c2ccc(C3=NCC(C)O3)[nH]2)c1, [Na+], O=C([O-])O. Yields the product CC1CN=C(c2ccc(-c3cc(O)cc(OC(C)CO)c3)[nH]2)O1. RXN SMILES: [B:25]([Br:26])([Br:27])[Br:28].[CH2:34]([Cl:35])[Cl:36].[CH3:1][O:2][CH2:3][CH:4]([O:5][c:6]1[cH:7][c:8]([OH:23])[cH:9][c:10](-[c:12]2[nH:13][c:14]([C:17]3=[N:21][CH2:20][CH:19]([CH3:22])[O:18]3)[cH:15][cH:16]2)[cH:11]1)[CH3:24].[Na+:29].[OH:30][C:31](=[O:32])[O-:33]>>[OH:2][CH2:3][CH:4]([O:5][c:6]1[cH:7][c:8]([OH:23])[cH:9][c:10](-[c:12]2[nH:13][c:14]([C:17]3=[N:21][CH2:20][CH:19]([CH3:22])[O:18]3)[cH:15][cH:16]2)[cH:11]1)[CH3:24]. Reactants: CCOC(C)=O, ClCCl, CCCCCC, Cc1cccc(C2OC2CO)c1. As a reaction SMILES: [C:16]([O:17][CH2:18][CH3:19])(=[O:20])[CH3:21].[CH2:13]([Cl:14])[Cl:15].[CH3:22][CH2:23][CH2:24][CH2:25][CH2:26][CH3:27].[O:1]1[CH:2]([CH2:3][OH:4])[CH:5]1[c:6]1[cH:7][c:8]([CH3:12])[cH:9][cH:10][cH:11]1>>[O:1]1[CH:2]([CH:3]=[O:4])[CH:5]1[c:6]1[cH:7][c:8]([CH3:12])[cH:9][cH:10][cH:11]1. Product: Cc1cccc(C2OC2C=O)c1. The reactants are C1(=CC(=CC=C1)S(=O)(=O)[O-])S(=O)(=O)[O-].[Na+].[Na+] (disodium benzene-1,3-disulfonate), [N+](=O)([O-])[O-].[Na+] (sodium nitrate). The solvent is S(O)(O)(=O)=O (sulfuric acid). Product: [N+](=O)([O-])C=1C=C(C=C(C1)S(=O)(=O)[O-])S(=O)(=O)[O-].[Na+].[Na+] (disodium 5-nitrobenzene-1,3-disulfonate). Reaction SMILES: [C:1]1([S:11]([O-:14])(=[O:13])=[O:12])[CH:6]=[CH:5][CH:4]=[C:3]([S:7]([O-:10])(=[O:9])=[O:8])[CH:2]=1.[Na+:15].[Na+].[N+:17]([O-])([O-:19])=[O:18].[Na+]>S(=O)(=O)(O)O>[N+:17]([C:5]1[CH:6]=[C:1]([S:11]([O-:14])(=[O:13])=[O:12])[CH:2]=[C:3]([S:7]([O-:10])(=[O:9])=[O:8])[CH:4]=1)([O-:19])=[O:18].[Na+:15].[Na+:15] |f:0.1.2,3.4,6.7.8|. Reported procedure: In accordance with the above flowchart, a disodium benzene-1,3-disulfonate (1) is treated with sodium nitrate in concentrated sulfuric acid at 65° C. for several hours producing disodium 5-nitrobenzene-1,3-disulfonate (2), which is then reacted with thionyl chloride in dimethylformamide at reflux with crystallization from a boiling mixture of chloroform and carbon tetrachloride to give 5-nitro-1,3-benzenedisulfonyl chloride (3). Reactants: CC=1CS([C@H]2N(C1C(=O)O)C(C2NC(CC2=CC=CC=C2)=O)=O)=O (3-methyl-7-phenylacetamido-3-cephem-4-carboxylic acid-1-oxide), C[Si](NC(C(Cl)(Cl)Cl)=O)(C)C (N-trimethylsilyltrichloroacetamide), BrN1C(=O)N(C(=O)C1(C)C)Br (1,3-dibromo-5,5-dimethylhydantoin). Run in ClCCCl (1,2-dichloroethane). Conditions: time 15 minute. The product is BrCC=1CS([C@H]2N(C1C(=O)O[Si](C)(C)C)C(C2NC(CC2=CC=CC=C2)=O)=O)=O (trimethylsilyl 3-bromomethyl-7-phenylacetamido-3-cephem-4-carboxylate-1-oxide). Yield: 48.0%. As a reaction SMILES: [CH3:1][C:2]1[CH2:3][S:4](=[O:24])[C@@H:5]2[CH:12]([NH:13][C:14](=[O:22])[CH2:15][C:16]3[CH:21]=[CH:20][CH:19]=[CH:18][CH:17]=3)[C:11](=[O:23])[N:6]2[C:7]=1[C:8]([OH:10])=[O:9].[CH3:25][Si:26]([CH3:35])([CH3:34])NC(=O)C(Cl)(Cl)Cl.[Br:36]N1C(C)(C)C(=O)N(Br)C1=O>ClCCCl>[Br:36][CH2:1][C:2]1[CH2:3][S:4](=[O:24])[C@@H:5]2[CH:12]([NH:13][C:14](=[O:22])[CH2:15][C:16]3[CH:17]=[CH:18][CH:19]=[CH:20][CH:21]=3)[C:11](=[O:23])[N:6]2[C:7]=1[C:8]([O:10][Si:26]([CH3:35])([CH3:34])[CH3:25])=[O:9]. Reported procedure: 420 mg (1.21 mmoles) of 3-methyl-7-phenylacetamido-3-cephem-4-carboxylic acid-1-oxide were silylated by stirring at 30° C. for 1.5 hours in 60 ml of 1,2-dichloroethane with 1.0 g (4.3 mmoles) of N-trimethylsilyltrichloroacetamide. The slightly yellow, substantially clear solution obtained was cooled in an ice-bath and bromination was carried out in 15 minutes using 250 mg (0.87 mmole) of 1,3-dibromo-5,5-dimethylhydantoin as the brominating agent. During the bromination reaction, the mixture was ...